Dataset: the Open Reaction Database (ORD), a public repository of structured organic reaction records. Task: describe an organic reaction: reactants, conditions, products, and yield Starting materials: C1COCCO1, C1COCCO1, Cl, CC1CN(Cc2ccc(NS(=O)(=O)c3ccc(Nc4ccc(F)cc4)nc3)cc2)CCN1C(=O)OC(C)(C)C. Yields the product CC1CN(Cc2ccc(NS(=O)(=O)c3ccc(Nc4ccc(F)cc4)nc3)cc2)CCN1. RXN SMILES: [CH2:41]1[O:42][CH2:43][CH2:44][O:45][CH2:46]1.[CH2:47]1[O:48][CH2:49][CH2:50][O:51][CH2:52]1.[ClH:40].[F:1][c:2]1[cH:3][cH:4][c:5]([NH:8][c:9]2[cH:10][cH:11][c:12]([S:15](=[O:16])(=[O:17])[NH:18][c:19]3[cH:20][cH:21][c:22]([CH2:25][N:26]4[CH2:27][CH:28]([CH3:39])[N:29]([C:32]([O:33][C:34]([CH3:35])([CH3:36])[CH3:37])=[O:38])[CH2:30][CH2:31]4)[cH:23][cH:24]3)[cH:13][n:14]2)[cH:6][cH:7]1>>[F:1][c:2]1[cH:3][cH:4][c:5]([NH:8][c:9]2[cH:10][cH:11][c:12]([S:15](=[O:16])(=[O:17])[NH:18][c:19]3[cH:20][cH:21][c:22]([CH2:25][N:26]4[CH2:27][CH:28]([CH3:39])[NH:29][CH2:30][CH2:31]4)[cH:23][cH:24]3)[cH:13][n:14]2)[cH:6][cH:7]1. Reactants: COC(C(C)OC1=CC=C(C=C1)O)=O (2-(4-hydroxyphenoxy)-propionic acid methyl ester), C([O-])([O-])=O.[K+].[K+] (potassium carbonate), ice water, ClC=1C=C(C(=NC1)F)F (5-chloro-2,3-difluoropyridine). Reagents/catalysts: C1COCCOCCOCCOCCOCCO1 (18-Crown-6 ether). Solvent: C(C)#N (acetonitrile), C(C)#N (acetonitrile). The product is COC(C(C)OC1=CC=C(C=C1)OC1=NC=C(C=C1F)Cl)=O (2-[4-(5-chloro-3-fluoropyridin-2-yloxy)-phenoxy]-propionic acid methyl ester). Yield: 62.6%. As a reaction SMILES: [CH3:1][O:2][C:3](=[O:14])[CH:4]([O:6][C:7]1[CH:12]=[CH:11][C:10]([OH:13])=[CH:9][CH:8]=1)[CH3:5].C(=O)([O-])[O-].[K+].[K+].[Cl:21][C:22]1[CH:23]=[C:24]([F:29])[C:25](F)=[N:26][CH:27]=1>C(#N)C.C1OCCOCCOCCOCCOCCOC1>[CH3:1][O:2][C:3](=[O:14])[CH:4]([O:6][C:7]1[CH:12]=[CH:11][C:10]([O:13][C:25]2[C:24]([F:29])=[CH:23][C:22]([Cl:21])=[CH:27][N:26]=2)=[CH:9][CH:8]=1)[CH3:5] |f:1.2.3|. Procedure: To a stirred mixture of 21.6 g (0.11 mol) of 2-(4-hydroxyphenoxy)-propionic acid methyl ester, 15.2 g (0.11 mol) of potassium carbonate, 1.45 g (0.0055 mol) of 18-Crown-6 ether and 100 ml of acetonitrile is added dropwise a solution of 14.95 g (0.10 mol) of 5-chloro-2,3-difluoropyridine in 30 ml of acetonitrile and the mixture is heated at a temperature of 50° to 60° C. during 40 hours. The mixture is then poured into ice/water. The organic material is extracted with ethyl acetate, washed with a...